From a dataset of the Open Reaction Database (ORD), a public repository of structured organic reaction records. describe an organic reaction: reactants, conditions, products, and yield The reactants are CS(=O)(=O)OCC1=CC(=CC=C1)C1=NN2C(C(=N1)N1CCOCC1)=CC(=C2)CN(C)C (3-(6-((dimethylamino)methyl)-4-morpholinopyrrolo[2,1-f][1,2,4]triazin-2-yl)benzyl methanesulfonate), N (ammonia). Run in CO (methanol). Run at time 8 hour. Yields the product NCC=1C=C(C=CC1)C1=NN2C(C(=N1)N1CCOCC1)=CC(=C2)CN(C)C (1-(2-(3-(aminomethyl)phenyl)-4-morpholinopyrrolo[2,1-f][1,2,4]triazin-6-yl)-N,N-dimethylmethanamine). Isolated yield 56.2%. Reaction SMILES: CS(O[CH2:6][C:7]1[CH:12]=[CH:11][CH:10]=[C:9]([C:13]2[N:18]=[C:17]([N:19]3[CH2:24][CH2:23][O:22][CH2:21][CH2:20]3)[C:16]3=[CH:25][C:26]([CH2:28][N:29]([CH3:31])[CH3:30])=[CH:27][N:15]3[N:14]=2)[CH:8]=1)(=O)=O.[NH3:32]>CO>[NH2:32][CH2:6][C:7]1[CH:8]=[C:9]([C:13]2[N:18]=[C:17]([N:19]3[CH2:20][CH2:21][O:22][CH2:23][CH2:24]3)[C:16]3=[CH:25][C:26]([CH2:28][N:29]([CH3:30])[CH3:31])=[CH:27][N:15]3[N:14]=2)[CH:10]=[CH:11][CH:12]=1. Procedure details: Compound 19 (80 mg, 0.18 mmol) was added to 20 mL of saturated ammonia solution of methanol. The reaction was carried out at 80° C. in a sealed tube for 8 h. After the reaction mixture was concentrated, it was purified by a preparative plate (dichloromethane:methanol=6:1) to obtain 37 mg of colourless oil (56.2%). 1H NMR (300 MHz, CDCl3): δ 8.20 (s, 1H), 8.17-8.13 (m, 1H), 7.64 (s, 1H), 7.41-7.39 (m, 2H), 6.86 (s, 1H), 4.11 (t, J=4.7 Hz, 4H), 3.97 (s, 2H), 3.87 (t, J=4.7 Hz, 4H), 3.69 (s, 2H), 2... Starting materials: CON(C(=O)C1=CN(C2=CC=CC=C2C1=O)CC1=NC(=CC=C1)C)C (1-(6-Methyl-pyridin-2-ylmethyl)-4-oxo-1,4-dihydro-quinoline-3-carboxylic acid methoxy-methyl amide), CC=1C=CC(=NC1)[Mg]Br (5-methyl-2-pyridylmagnesium bromide). Solvent: O1CCCC1 (tetrahydrofuran). The product is CC=1C=CC(=NC1)C(=O)C1=CN(C2=CC=CC=C2C1=O)CC1=NC(=CC=C1)C (3-(5-Methyl-pyridine-2-carbonyl)-1-(6-methyl-pyridin-2-ylmethyl)-1H-quinolin-4-one). The yield is 35.4%. As a reaction SMILES: CON(C)[C:4]([C:6]1[C:15](=[O:16])[C:14]2[C:9](=[CH:10][CH:11]=[CH:12][CH:13]=2)[N:8]([CH2:17][C:18]2[CH:23]=[CH:22][CH:21]=[C:20]([CH3:24])[N:19]=2)[CH:7]=1)=[O:5].[CH3:26][C:27]1[CH:28]=[CH:29][C:30]([Mg]Br)=[N:31][CH:32]=1>O1CCCC1>[CH3:26][C:27]1[CH:28]=[CH:29][C:30]([C:4]([C:6]2[C:15](=[O:16])[C:14]3[C:9](=[CH:10][CH:11]=[CH:12][CH:13]=3)[N:8]([CH2:17][C:18]3[CH:23]=[CH:22][CH:21]=[C:20]([CH3:24])[N:19]=3)[CH:7]=2)=[O:5])=[N:31][CH:32]=1. Procedure details: Experimental conditions analogous to those described for Step 6 of Example 60 with 200 mg (0.593 mmol) of 1-(6-Methyl-pyridin-2-ylmethyl)-4-oxo-1,4-dihydro-quinoline-3-carboxylic acid methoxy-methyl amide, 5.2 mL (1.30 mmol, 0.25 M in tetrahydrofuran) of 5-methyl-2-pyridylmagnesium bromide, and 2.6 mL of tetrahydrofuran. The crude product was purified by flash column chromatography using a gradient of 20-100% ethyl acetate in hexane and further purified on the reverse phase HPLC with a C18 colum... Product: CCCN(CCC)C1COc2cccc(C(C)=O)c2C1. Starting materials: CCCN(CCC)C1COc2cccc(C(=O)OC)c2C1, [Li]C, [Cu]I, C1CCOC1, O. RXN SMILES: [CH2:1]([CH2:2][CH3:3])[N:4]([CH:5]1[CH2:6][O:7][c:8]2[cH:9][cH:10][cH:11][c:12]([C:15]([O:17][CH3:16])=[O:18])[c:13]2[CH2:14]1)[CH2:19][CH2:20][CH3:21].[CH3:22][Li:23].[Cu:30][I:31].[O:25]1[CH2:26][CH2:27][CH2:28][CH2:29]1.[OH2:24]>>[CH2:1]([CH2:2][CH3:3])[N:4]([CH:5]1[CH2:6][O:7][c:8]2[cH:9][cH:10][cH:11][c:12]([C:15](=[O:17])[CH3:22])[c:13]2[CH2:14]1)[CH2:19][CH2:20][CH3:21]. Starting materials: COc1cc(OC(C)=O)ccc1-c1nc2nccnc2[nH]1, CO, [Na+], [OH-]. As a reaction SMILES: [C:1](=[O:2])([CH3:3])[O:4][c:5]1[cH:6][c:7]([O:20][CH3:21])[c:8](-[c:11]2[nH:12][c:13]3[n:14][cH:15][cH:16][n:17][c:18]3[n:19]2)[cH:9][cH:10]1.[CH3:24][OH:25].[Na+:23].[OH-:22]>>[OH:4][c:5]1[cH:6][c:7]([O:20][CH3:21])[c:8](-[c:11]2[nH:12][c:13]3[n:14][cH:15][cH:16][n:17][c:18]3[n:19]2)[cH:9][cH:10]1. The product is COc1cc(O)ccc1-c1nc2nccnc2[nH]1. Reactants: C1C(=O)COC1=O (tetronic acid), IC1=CC=C(S1)C=O (5-iodo-2-thiophenecarboxaldehyde), CCOCC (ether), C1CCOC1 (THF). Run in O (water). Reaction conditions: time 5 minute. The product is IC1=CC=C(S1)C=C1C(OCC1=O)=O (3-[(5-iodo-2-thienyl)-methylene]-2.4(3H,5H)-furandione). RXN SMILES: [CH2:1]1[C:6](=[O:7])[O:5][CH2:4][C:2]1=[O:3].[I:8][C:9]1[S:13][C:12]([CH:14]=O)=[CH:11][CH:10]=1.C1COCC1.CCOCC>O>[I:8][C:9]1[S:13][C:12]([CH:14]=[C:1]2[C:2](=[O:3])[CH2:4][O:5][C:6]2=[O:7])=[CH:11][CH:10]=1. Procedure details: 0.59 gm of tetronic acid (FW=100, 0.056 mole) and 3.65 gm of 5-iodo-2-thiophenecarboxaldehyde (FW=238, 15.3 mmole) were added to a 25 mL roundbottom flask and 2.5 mL of THF were added and the solution was stirred for five minutes. The sludge was allowed to react for 30 minutes, occasionally helping the stirring with a glass rod. The precipitate was then treated with 10 mL of ether and 10 mL of water and swirled. The yellow crystals were then collected on a buchner funnel, washing them with ether...